From a dataset of the Open Reaction Database (ORD), a public repository of structured organic reaction records. describe an organic reaction: reactants, conditions, products, and yield Starting materials: CN(C=1OC=2C(N1)=C(C=C(C2)Cl)C(=O)[O-])C.[Li+] (lithium 2-(dimethylamino)-6-chlorobenzoxazole-4-carboxylate), Cl.Cl.N[C@@H]1CN2CCC1CC2 ((S)-(−)-3-aminoquinuclidine dihydrochloride). The product is N12CCC(CC1)[C@@H](C2)NC(=O)C=2C=C(C=C1C2N=C(O1)N(C)C)Cl ((S)—N-(quinuclidine-8-yl)-6-chloro-2-(dimethylamino)benzoxazole-4-carboxamide). RXN SMILES: [CH3:1][N:2]([CH3:16])[C:3]1[O:4][C:5]2[C:6](=[C:8]([C:13]([O-:15])=O)[CH:9]=[C:10]([Cl:12])[CH:11]=2)[N:7]=1.[Li+].Cl.Cl.[NH2:20][C@H:21]1[CH:26]2[CH2:27][CH2:28][N:23]([CH2:24][CH2:25]2)[CH2:22]1>>[N:23]12[CH2:22][C@@H:21]([NH:20][C:13]([C:8]3[CH:9]=[C:10]([Cl:12])[CH:11]=[C:5]4[O:4][C:3]([N:2]([CH3:1])[CH3:16])=[N:7][C:6]=34)=[O:15])[CH:26]([CH2:27][CH2:28]1)[CH2:25][CH2:24]2 |f:0.1,2.3.4|. Reported procedure: Following general procedure GP-C1, lithium 2-(dimethylamino)-6-chlorobenzoxazole-4-carboxylate and (S)-(−)-3-aminoquinuclidine dihydrochloride were coupled to provide (S)—N-(quinuclidine-8-yl)-6-chloro-2-(dimethylamino)benzoxazole-4-carboxamide, which was converted to the hydrochloride salt following general procedure GP-D1. 1H NMR and MS consistent.